This data is from the Open Reaction Database (ORD), a public repository of structured organic reaction records. The task is: describe an organic reaction: reactants, conditions, products, and yield Reported procedure: To a solution of 855 g of potassium hydroxide in 7 litres of water are added, at 50° C under argon, 420 g of thiophenol and the mixture is stirred for 15 minutes. There are then added thereto 22.1 g of copper powder and 1 kg of 2-iodo-5--methyl-benzoic acid and the mixture is heated for 7 hours under reflux. After cooling, the mixture is adjusted to pH 3 with 600 ml of concentrated hydrochloric acid and extracted with methylene chloride, washed with water, dried over sodium sulphate and concentr... RXN SMILES: [OH-].[K+].[C:3]1([SH:9])[CH:8]=[CH:7][CH:6]=[CH:5][CH:4]=1.I[C:11]1[CH:19]=[CH:18][C:17]([CH3:20])=[CH:16][C:12]=1[C:13]([OH:15])=[O:14].Cl>O.[Cu]>[CH3:20][C:17]1[CH:16]=[C:12]([C:11]([S:9][C:3]2[CH:8]=[CH:7][CH:6]=[CH:5][CH:4]=2)=[CH:19][CH:18]=1)[C:13]([OH:15])=[O:14] |f:0.1|. Reactants: Cl (hydrochloric acid), [OH-].[K+] (potassium hydroxide), C1(=CC=CC=C1)S (thiophenol), IC1=C(C(=O)O)C=C(C=C1)C (2-iodo-5--methyl-benzoic acid). Reagents/catalysts: [Cu] (copper). Solvent: O (water). The product is CC=1C=C(C(=O)O)C(=CC1)SC1=CC=CC=C1 (3--methyl-6-(phenylthio)-benzoic acid). Starting materials: O=[N+]([O-])c1cc(Br)ccc1Cl, CO, [Cl-], [Fe], [NH4+], O. Yields the product Nc1cc(Br)ccc1Cl. Reaction SMILES: [Br:1][c:2]1[cH:3][c:4]([N+:9]([O-:10])=[O:11])[c:5]([Cl:8])[cH:6][cH:7]1.[CH3:14][OH:15].[Cl-:12].[Fe:17].[NH4+:13].[OH2:16]>>[Br:1][c:2]1[cH:3][c:4]([NH2:9])[c:5]([Cl:8])[cH:6][cH:7]1. Reactants: COC1=C(C=CC(=C1)OC)COC1=CC=CC2=C1N=C(O2)C=2C(=NC=CC2)N (3-[4-[(2,4-dimethoxyphenyl)methoxy]-1,3-benzoxazol-2-yl]pyridin-2-amine). Solvent: C(=O)(C(F)(F)F)O (TFA). Reaction conditions: temperature 25 celsius, time 2 hour. Product: NC1=NC=CC=C1C=1OC=2C(N1)=C(C=CC2)O (2-(2-amino-3-pyridyl)-1,3-benzoxazol-4-ol). Yield: 73.2%. RXN SMILES: COC1C=C(OC)C=CC=1C[O:12][C:13]1[C:18]2[N:19]=[C:20]([C:22]3[C:23]([NH2:28])=[N:24][CH:25]=[CH:26][CH:27]=3)[O:21][C:17]=2[CH:16]=[CH:15][CH:14]=1>C(O)(C(F)(F)F)=O>[NH2:28][C:23]1[C:22]([C:20]2[O:21][C:17]3[C:18](=[C:13]([OH:12])[CH:14]=[CH:15][CH:16]=3)[N:19]=2)=[CH:27][CH:26]=[CH:25][N:24]=1. Procedure details: TFA (10 ml) was added to 3-[4-[(2,4-dimethoxyphenyl)methoxy]-1,3-benzoxazol-2-yl]pyridin-2-amine (1.4 g). The resulting solution was stirred at 25° C. for 2 hours. The TFA was evaporated under reduced pressure. Toluene was added and the mixture was evaporated. The solid was triturated with water. The pH was adjusted to 7 with a 30% solution of ammonia. The solid was filtered and washed with water, diethyl ether and dried under reduced pressure to afford 2-(2-amino-3-pyridyl)-1,3-benzoxazol-4-ol ... Starting materials: BrC=1C=NC2=CC(=CC=C2C1NCC1(CCCCC1)O)Cl (3-bromo-7-chloro-N-[1-hydroxycyclohexylmethyl]-4-quinolinamine), CC(C)([O-])C.[K+] (potassium tert-butoxide). Solvent: CN(C=O)C (dimethylformamide). The product is ClC=1C=CC=2C3=C(C=NC2C1)OC1(C=N3)CCCCC1 (8'-Chloro-spiro[cyclohexane-1,3'-[3H][1,4]oxazino[2,3-c]quinoline]). The yield is 31.4%. As a reaction SMILES: Br[C:2]1[CH:3]=[N:4][C:5]2[C:10]([C:11]=1[NH:12][CH2:13][C:14]1([OH:20])[CH2:19][CH2:18][CH2:17][CH2:16][CH2:15]1)=[CH:9][CH:8]=[C:7]([Cl:21])[CH:6]=2.CC(C)([O-])C.[K+]>CN(C)C=O>[Cl:21][C:7]1[CH:8]=[CH:9][C:10]2[C:11]3[N:12]=[CH:13][C:14]4([CH2:19][CH2:18][CH2:17][CH2:16][CH2:15]4)[O:20][C:2]=3[CH:3]=[N:4][C:5]=2[CH:6]=1 |f:1.2|. Procedure: A solution of 16.4 g of 3-bromo-7-chloro-N-[1-hydroxycyclohexylmethyl]-4-quinolinamine in 176 ml of dimethylformamide was stirred at room temperature and to it was added 7.54 g of potassium tert-butoxide. The mixture was heated at 130°-140° C. for twenty hours. The reaction mixture was then cooled to room temperature, quenched with water, and extracted with an ether/ethyl acetate solution. Evaporation of solvents resulted in a crude oil which was purified by HPLC using 2:1 hexane/ethyl acetate a... Reactants: S1C2=C(C=C1CC1C(OC(OC1=O)(C)C)=O)C=CC=C2 (5-(benzo[b]thiophen-2-ylmethyl)-2,2-dimethyl-1,3-dioxane-4,6-dione), Intermediate 39, [OH-].[Na+] (NaOH), Cl (HCl). Reaction conditions: time 2 hour. Yields the product S1C2=C(C=C1CC(C(=O)O)C(=O)O)C=CC=C2 (2-(Benzo[b]thiophen-2-ylmethyl)malonic acid). As a reaction SMILES: [S:1]1[C:5]([CH2:6][CH:7]2[C:12](=[O:13])[O:11]C(C)(C)[O:9][C:8]2=[O:16])=[CH:4][C:3]2[CH:17]=[CH:18][CH:19]=[CH:20][C:2]1=2.[OH-].[Na+].Cl>>[S:1]1[C:5]([CH2:6][CH:7]([C:12]([OH:13])=[O:11])[C:8]([OH:16])=[O:9])=[CH:4][C:3]2[CH:17]=[CH:18][CH:19]=[CH:20][C:2]1=2 |f:1.2|. Reported procedure: A solution of 5-(benzo[b]thiophen-2-ylmethyl)-2,2-dimethyl-1,3-dioxane-4,6-dione (2.0 g, 6.88 mmol, Intermediate 39: step a) and 3 M aqueous NaOH (14 mL) was heated in a 102° C. oil bath for 28 hours. The reaction mixture was poured over ice and acidified to pH 1 with concentrated aqueous HCl. The suspension was stirred at room temperature for 2 hours then filtered rinsing further with water and dried to provide the title compound as a tan solid. The reactants are O=C([O-])O, CS(=O)(=O)N1CCC(N)CC1, COc1ccc(F)cc1-c1n[nH]c2nc(Cl)ncc12, [Na+], CN(C)C=O, O. Yields the product COc1ccc(F)cc1-c1n[nH]c2nc(NC3CCN(S(C)(=O)=O)CC3)ncc12. Reaction SMILES: [C:20](=[O:21])([OH:22])[O-:23].[CH3:25][S:26](=[O:27])(=[O:28])[N:29]1[CH2:30][CH2:31][CH:32]([NH2:35])[CH2:33][CH2:34]1.[Cl:1][c:2]1[n:3][cH:4][c:5]2[c:6]([n:7]1)[nH:8][n:9][c:10]2-[c:11]1[c:12]([O:18][CH3:19])[cH:13][cH:14][c:15]([F:17])[cH:16]1.[Na+:24].[O:37]=[CH:38][N:39]([CH3:40])[CH3:41].[OH2:36]>>[c:2]1([NH:35][CH:32]2[CH2:31][CH2:30][N:29]([S:26]([CH3:25])(=[O:27])=[O:28])[CH2:34][CH2:33]2)[n:3][cH:4][c:5]2[c:6]([n:7]1)[nH:8][n:9][c:10]2-[c:11]1[c:12]([O:18][CH3:19])[cH:13][cH:14][c:15]([F:17])[cH:16]1.